The task is: describe an organic reaction: reactants, conditions, products, and yield. This data is from the Open Reaction Database (ORD), a public repository of structured organic reaction records. Starting materials: CC(C)(C)OC(=O)N1CCC(NC(=O)OCc2ccccc2)C(N)C1, CCN(C(C)C)C(C)C, NS(=O)(=O)c1ccc(C(=O)O)cc1, CN(C)C=O. Yields the product CC(C)(C)OC(=O)N1CCC(NC(=O)OCc2ccccc2)C(NC(=O)c2ccc(S(N)(=O)=O)cc2)C1. Reaction SMILES: [C:1]([CH3:2])([CH3:3])([CH3:4])[O:5][C:6](=[O:7])[N:8]1[CH2:9][CH:10]([NH2:25])[CH:11]([NH:14][C:15](=[O:16])[O:17][CH2:18][c:19]2[cH:20][cH:21][cH:22][cH:23][cH:24]2)[CH2:12][CH2:13]1.[CH:26]([N:27]([CH2:28][CH3:29])[CH:30]([CH3:31])[CH3:32])([CH3:33])[CH3:34].[NH2:35][S:36](=[O:37])(=[O:38])[c:39]1[cH:40][cH:41][c:42]([C:43](=[O:44])[OH:45])[cH:46][cH:47]1.[O:48]=[CH:49][N:50]([CH3:51])[CH3:52]>>[C:1]([CH3:2])([CH3:3])([CH3:4])[O:5][C:6](=[O:7])[N:8]1[CH2:9][CH:10]([NH:25][C:43]([c:42]2[cH:41][cH:40][c:39]([S:36]([NH2:35])(=[O:37])=[O:38])[cH:47][cH:46]2)=[O:44])[CH:11]([NH:14][C:15](=[O:16])[O:17][CH2:18][c:19]2[cH:20][cH:21][cH:22][cH:23][cH:24]2)[CH2:12][CH2:13]1. As a reaction SMILES: [O:1]=[C:2]1[C:10]2[C:5](=[CH:6][CH:7]=[CH:8][C:9]=2[C:11]#[C:12][C:13]2[C:18]([C:19]([F:22])([F:21])[F:20])=[CH:17][N:16]=[C:15]([NH:23][C:24]3[CH:29]=[CH:28][C:27]([N:30]4[CH2:35][CH2:34][N:33]([C:36]([O:38][C:39]([CH3:42])([CH3:41])[CH3:40])=[O:37])[CH2:32][CH2:31]4)=[CH:26][CH:25]=3)[N:14]=2)[CH2:4][NH:3]1.[H][H].CO>CN(C=O)C.[OH-].[OH-].[Pd+2].CCOC(C)=O>[O:1]=[C:2]1[C:10]2[C:5](=[CH:6][CH:7]=[CH:8][C:9]=2[CH2:11][CH2:12][C:13]2[C:18]([C:19]([F:20])([F:21])[F:22])=[CH:17][N:16]=[C:15]([NH:23][C:24]3[CH:25]=[CH:26][C:27]([N:30]4[CH2:31][CH2:32][N:33]([C:36]([O:38][C:39]([CH3:42])([CH3:41])[CH3:40])=[O:37])[CH2:34][CH2:35]4)=[CH:28][CH:29]=3)[N:14]=2)[CH2:4][NH:3]1 |f:4.5.6|. Reported procedure: tert-Butyl 4-(4-((4-((3-oxoisoindolin-4-yl)ethynyl)-5-(trifluoromethyl)pyrimidin-2-yl)amino)phenyl)piperazine-1-carboxylate (I62) (0.149 g, 0.258 mmol) was dissolved in dry DMF (6 mL) under an atmosphere of nitrogen. 20% Pearlman's catalyst (0.090 g) in EtOAc (6 mL) was added to the solution and the atmosphere was changed to hydrogen gas (balloon). The reaction was sealed with a balloon and stirred at room temperature for 18 hours at room temperature. The catalyst was removed by filtration throu... Reagents/catalysts: [OH-].[OH-].[Pd+2] (Pearlman's catalyst). Run in CCOC(=O)C (EtOAc), CCOC(=O)C (EtOAc), CN(C)C=O (DMF). Reaction conditions: time 18 hour. Starting materials: CO (methanol), [H][H] (hydrogen), O=C1NCC2=CC=CC(=C12)C#CC1=NC(=NC=C1C(F)(F)F)NC1=CC=C(C=C1)N1CCN(CC1)C(=O)OC(C)(C)C (tert-Butyl 4-(4-((4-((3-oxoisoindolin-4-yl)ethynyl)-5-(trifluoromethyl)pyrimidin-2-yl)amino)phenyl)piperazine-1-carboxylate). Yields the product O=C1NCC2=CC=CC(=C12)CCC1=NC(=NC=C1C(F)(F)F)NC1=CC=C(C=C1)N1CCN(CC1)C(=O)OC(C)(C)C (tert-Butyl 4-(4-((4-(2-(3-oxoisoindolin-4-yl)ethyl)-5-(trifluoromethyl)pyrimidin-2-yl)amino)phenyl)piperazine-1-carboxylate). Yield: 55.9%. Reactants: c1ccc(CN2CCNCC2)cc1, O=C(Cl)C1CCCCC1, ClC(Cl)Cl, [Na+], [OH-], O. Product: O=C(C1CCCCC1)N1CCN(Cc2ccccc2)CC1. As a reaction SMILES: [CH2:1]([c:2]1[cH:3][cH:4][cH:5][cH:6][cH:7]1)[N:8]1[CH2:9][CH2:10][NH:11][CH2:12][CH2:13]1.[CH:14]1([C:20](=[O:21])[Cl:22])[CH2:15][CH2:16][CH2:17][CH2:18][CH2:19]1.[Cl:25][CH:26]([Cl:27])[Cl:28].[Na+:24].[OH-:23].[OH2:29]>>[CH2:1]([c:2]1[cH:3][cH:4][cH:5][cH:6][cH:7]1)[N:8]1[CH2:9][CH2:10][N:11]([C:20]([CH:14]2[CH2:15][CH2:16][CH2:17][CH2:18][CH2:19]2)=[O:21])[CH2:12][CH2:13]1. Starting materials: FC(F)(F)Oc1ccccc1-c1ccc2[nH]c(C(Cl)(Cl)Cl)nc2c1, NC1(CO)CCCCC1, C1COCCO1, O. Yields the product FC(F)(F)Oc1ccccc1-c1ccc2[nH]c(C3=NC4(CCCCC4)CO3)nc2c1. RXN SMILES: [Cl:1][C:2]([c:3]1[n:4][c:5]2[c:6]([nH:7]1)[cH:8][cH:9][c:10](-[c:12]1[c:13]([O:18][C:19]([F:20])([F:21])[F:22])[cH:14][cH:15][cH:16][cH:17]1)[cH:11]2)([Cl:23])[Cl:24].[NH2:25][C:26]1([CH2:32][OH:33])[CH2:27][CH2:28][CH2:29][CH2:30][CH2:31]1.[O:35]1[CH2:36][CH2:37][O:38][CH2:39][CH2:40]1.[OH2:34]>>[C:2]1([c:3]2[n:4][c:5]3[c:6]([nH:7]2)[cH:8][cH:9][c:10](-[c:12]2[c:13]([O:18][C:19]([F:20])([F:21])[F:22])[cH:14][cH:15][cH:16][cH:17]2)[cH:11]3)=[N:25][C:26]2([CH2:27][CH2:28][CH2:29][CH2:30][CH2:31]2)[CH2:32][O:33]1. The reactants are C1(CC1)N1C=C(C(C2=CC(=C(C(=C12)C)N1CC(NCC1)C)F)=O)C(=O)O (1-cyclopropyl-7-(3-methyl-1-piperazinyl)-6-fluoro-8-methyl-1,4-dihydro-4-oxoquinoline-3-carboxylic acid), C=O (formalin), C(=O)[O-].[Na+] (sodium formate), ice water, C(O)([O-])=O.[Na+] (sodium hydrogen carbonate). Solvent: C(=O)O (formic acid). Yields the product C1(CC1)N1C=C(C(C2=CC(=C(C(=C12)C)N1CC(N(CC1)C)C)F)=O)C(=O)O (1-cyclopropyl-7-(3,4-dimethyl-1-piperazinyl)-6-fluoro-8-methyl-1,4-dihydro-4-oxoquinoline-3-carboxylic acid). The yield is 28.9%. RXN SMILES: [CH:1]1([N:4]2[C:13]3[C:8](=[CH:9][C:10]([F:22])=[C:11]([N:15]4[CH2:20][CH2:19][NH:18][CH:17]([CH3:21])[CH2:16]4)[C:12]=3[CH3:14])[C:7](=[O:23])[C:6]([C:24]([OH:26])=[O:25])=[CH:5]2)[CH2:3][CH2:2]1.C=O.[CH:29]([O-])=O.[Na+].C(=O)([O-])O.[Na+]>C(O)=O>[CH:1]1([N:4]2[C:13]3[C:8](=[CH:9][C:10]([F:22])=[C:11]([N:15]4[CH2:20][CH2:19][N:18]([CH3:29])[CH:17]([CH3:21])[CH2:16]4)[C:12]=3[CH3:14])[C:7](=[O:23])[C:6]([C:24]([OH:26])=[O:25])=[CH:5]2)[CH2:3][CH2:2]1 |f:2.3,4.5|. Procedure details: To 1-cyclopropyl-7-(3-methyl-1-piperazinyl)-6-fluoro-8-methyl-1,4-dihydro-4-oxoquinoline-3-carboxylic acid (0.4 g) are added formic acid (3 ml), 37% formalin (3 ml) and sodium formate (0.4 g), and the mixture is refluxed for 5 hours. After cooling, the reaction mixture is poured into ice water and adjusted to below pH 8 with aqueous sodium hydrogen carbonate, and the mixture is extracted with dichloromethane. After removing the solvent by concentration, the resulting residue is recrystallized fr... Starting materials: N1=C(C=CC=C1)NC(C(C)(C)C)=O (N-(pyridin-2-yl)pivalamide), FC(C1CCC(CC1)=O)(F)F (4-(trifluoromethyl)cyclohexanone), C(Cl)Cl (CH2Cl2). Run in C(Cl)Cl.CO (CH2Cl2 MeOH). The product is FC(C1CC=C(CC1)C=1C(=NC=CC1)N)(F)F (3-(4-Trifluoromethyl-cyclohex-1-enyl)-pyridin-2-ylamine). Isolated yield 26.0%. As a reaction SMILES: [N:1]1[CH:6]=[CH:5][CH:4]=[CH:3][C:2]=1[NH:7]C(=O)C(C)(C)C.[F:14][C:15]([F:24])([F:23])[CH:16]1[CH2:21][CH2:20][C:19](=O)[CH2:18][CH2:17]1.C(Cl)Cl>C(Cl)Cl.CO>[F:14][C:15]([F:24])([F:23])[CH:16]1[CH2:21][CH2:20][C:19]([C:3]2[C:2]([NH2:7])=[N:1][CH:6]=[CH:5][CH:4]=2)=[CH:18][CH2:17]1 |f:3.4|. Procedure: Prepared in analogy to example 262 step a-b), starting from N-(pyridin-2-yl)pivalamide and 4-(trifluoromethyl)cyclohexanone. 3-(4-Trifluoromethyl-cyclohex-1-enyl)-pyridin-2-ylamine was obtained after column chromatography on silica gel using a gradient from CH2Cl2 to CH2Cl2/MeOH 19:1 (v/v) as eluent as a white solid (yield: 26% over 2 steps). Starting materials: ClC1=NC2=CC=C(C=C2C=C1C(=O)O)Cl (2,6-dichloroquinoline-3-carboxylic acid), NC(C(=O)O)C(C(=O)O)C1=CC=CC=C1 (2-amino-3-phenyl-succinic acid). Product: C(=O)(O)C=1C(=NC2=CC=C(C=C2C1)Cl)NC(C(=O)O)C(C(=O)O)C1=CC=CC=C1 (2-(3-Carboxy-6-chloro-quinolin-2-ylamino)-3-phenyl-succinic acid). Reaction SMILES: Cl[C:2]1[C:11]([C:12]([OH:14])=[O:13])=[CH:10][C:9]2[C:4](=[CH:5][CH:6]=[C:7]([Cl:15])[CH:8]=2)[N:3]=1.[NH2:16][CH:17]([CH:21]([C:25]1[CH:30]=[CH:29][CH:28]=[CH:27][CH:26]=1)[C:22]([OH:24])=[O:23])[C:18]([OH:20])=[O:19]>>[C:12]([C:11]1[C:2]([NH:16][CH:17]([CH:21]([C:25]2[CH:30]=[CH:29][CH:28]=[CH:27][CH:26]=2)[C:22]([OH:24])=[O:23])[C:18]([OH:20])=[O:19])=[N:3][C:4]2[C:9]([CH:10]=1)=[CH:8][C:7]([Cl:15])=[CH:6][CH:5]=2)([OH:14])=[O:13]. Procedure: In close analogy to the procedure described in Example 32, 2,6-dichloroquinoline-3-carboxylic acid is reacted with 2-amino-3-phenyl-succinic acid [J. Med. Chem. 1973, 16, 1277-1280] to provide the title compound in moderate yield.